Dataset: the Open Reaction Database (ORD), a public repository of structured organic reaction records. Task: describe an organic reaction: reactants, conditions, products, and yield Reactants: C(C)(=O)Cl (acetyl chloride), [Cl-].[Al+3].[Cl-].[Cl-] (aluminum chloride), BrC1=CC=2SC3=CC=CC=C3OC2C=C1 (2-bromophenoxathiin). Solvent: ClCCCl (1,2-dichloro ethane). Conditions: time 10 minute. Product: C(C)(=O)C1=CC=2SC3=CC(=CC=C3OC2C=C1)Br (2-Acetyl-8-bromophenoxathiin). Yield: 12.0%. Reaction SMILES: [Cl-].[Al+3].[Cl-].[Cl-].[C:5](Cl)(=[O:7])[CH3:6].[Br:9][C:10]1[CH:23]=[CH:22][C:21]2[O:20][C:19]3[C:14](=[CH:15][CH:16]=[CH:17][CH:18]=3)[S:13][C:12]=2[CH:11]=1>ClCCCl>[C:5]([C:16]1[CH:17]=[CH:18][C:19]2[O:20][C:21]3[C:12](=[CH:11][C:10]([Br:9])=[CH:23][CH:22]=3)[S:13][C:14]=2[CH:15]=1)(=[O:7])[CH3:6] |f:0.1.2.3|. Procedure details: To a suspension of aluminum chloride (1.2 g, 9 mmol) in 1,2-dichloro ethane (20 mL) at room temperature there was added acetyl chloride (0.57 mL, 628 mg, 8 mmol) and the mixture stirred for 10 minutes. There was added 2-bromophenoxathiin (J.A.C.S. 1936, 58, 717) (1.8 g, 6.4 mmol) and the mixture was stirred for 18 hours. After quenching with ice water, the organic portion was collected and the aqueous portion extracted with methylene chloride. The combined organic fractions, after washing 3 time...